This data is from the Open Reaction Database (ORD), a public repository of structured organic reaction records. The task is: describe an organic reaction: reactants, conditions, products, and yield Starting materials: C(=O)([O-])[O-].[Na+].[Na+] (Na2CO3), COC=1C=C(C=CC1B1OC(C(O1)(C)C)(C)C)N1N=CC=C1 (1-(3-methoxy-4-(4,4,5,5-tetramethyl-1,3,2-dioxaborolan-2-yl)phenyl)-1H-pyrazole), COC=1C=C(C=CC1B1OC(C(O1)(C)C)(C)C)N1N=CC=C1 (1-(3-methoxy-4-(4,4,5,5-tetramethyl-1,3,2-dioxaborolan-2-yl)phenyl)-1H-pyrazole), BrC1=NN=C(S1)N1CCN(CC1)C(=O)OC(C)(C)C (tert-butyl 4-(5-bromo-1,3,4-thiadiazol-2-yl)piperazine-1-carboxylate). The reagents and catalysts are C=1C=CC(=CC1)[P](C=2C=CC=CC2)(C=3C=CC=CC3)[Pd]([P](C=4C=CC=CC4)(C=5C=CC=CC5)C=6C=CC=CC6)([P](C=7C=CC=CC7)(C=8C=CC=CC8)C=9C=CC=CC9)[P](C=1C=CC=CC1)(C=1C=CC=CC1)C=1C=CC=CC1 (Pd(PPh3)4). The solvent is O1CCOCC1 (dioxane), O (water). Reaction conditions: temperature 120 celsius. The product is COC1=C(C=CC(=C1)N1N=CC=C1)C1=NN=C(S1)N1CCN(CC1)C(=O)OC(C)(C)C (tert-Butyl 4-(5-(2-methoxy-4-(1H-pyrazol-1-yl)phenyl)-1,3,4-thiadiazol-2-yl)piperazine-1-carboxylate). Isolated yield 77.8%. As a reaction SMILES: [CH3:1][O:2][C:3]1[CH:4]=[C:5]([N:18]2[CH:22]=[CH:21][CH:20]=[N:19]2)[CH:6]=[CH:7][C:8]=1B1OC(C)(C)C(C)(C)O1.Br[C:24]1[S:28][C:27]([N:29]2[CH2:34][CH2:33][N:32]([C:35]([O:37][C:38]([CH3:41])([CH3:40])[CH3:39])=[O:36])[CH2:31][CH2:30]2)=[N:26][N:25]=1.C([O-])([O-])=O.[Na+].[Na+]>O1CCOCC1.O.C1C=CC([P]([Pd]([P](C2C=CC=CC=2)(C2C=CC=CC=2)C2C=CC=CC=2)([P](C2C=CC=CC=2)(C2C=CC=CC=2)C2C=CC=CC=2)[P](C2C=CC=CC=2)(C2C=CC=CC=2)C2C=CC=CC=2)(C2C=CC=CC=2)C2C=CC=CC=2)=CC=1>[CH3:1][O:2][C:3]1[CH:4]=[C:5]([N:18]2[CH:22]=[CH:21][CH:20]=[N:19]2)[CH:6]=[CH:7][C:8]=1[C:24]1[S:28][C:27]([N:29]2[CH2:30][CH2:31][N:32]([C:35]([O:37][C:38]([CH3:41])([CH3:40])[CH3:39])=[O:36])[CH2:33][CH2:34]2)=[N:26][N:25]=1 |f:2.3.4,^1:58,60,79,98|. Reported procedure: To a stirred suspension of 1-(3-methoxy-4-(4,4,5,5-tetramethyl-1,3,2-dioxaborolan-2-yl)phenyl)-1H-pyrazole [Intermediate 1] (132 mg, 0.441 mmol) and tert-butyl 4-(5-bromo-1,3,4-thiadiazol-2-yl)piperazine-1-carboxylate (140 mg, 0.401 mmol) in dioxane (2 mL) was added Pd(PPh3)4 (23 mg, 20 μmol) followed by a solution of Na2CO3 (85 mg, 0.802 mmol) in water (0.5 mL). The reaction mixture was purged with nitrogen, sealed, and heated at 120° C. for 30 minutes under microwave irradiation. The reaction ... Reactants: ClC(C(=O)OCC)C1=CC=C(C=C1)C1=C(C=CC=C1)Cl (ethyl α, 2'-dichloro-4-biphenylylacetate), C(C)(C)N (isopropylamine), 4A. Solvent: CCOCC (ether). The product is C(C)(C)NC(C(Cl)C1=CC=C(C=C1)C1=C(C=CC=C1)Cl)=O (N-isopropyl α, 2'-dichloro-4-biphenylylacetamide). Reaction SMILES: [Cl:1][CH:2]([C:8]1[CH:13]=[CH:12][C:11]([C:14]2[CH:19]=[CH:18][CH:17]=[CH:16][C:15]=2[Cl:20])=[CH:10][CH:9]=1)[C:3]([O:5]CC)=O.[CH:21]([NH2:24])([CH3:23])[CH3:22]>CCOCC>[CH:21]([NH:24][C:3](=[O:5])[CH:2]([C:8]1[CH:9]=[CH:10][C:11]([C:14]2[CH:19]=[CH:18][CH:17]=[CH:16][C:15]=2[Cl:20])=[CH:12][CH:13]=1)[Cl:1])([CH3:23])[CH3:22]. Procedure details: A mixture of 5 g. (0.016 moles) of ethyl α, 2'-dichloro-4-biphenylylacetate and 5.5 ml. of anhydrous isopropylamine are stirred over Linde 4A molecular sieve for 16 hours at room temperature. The reaction mixture is taken up in ether and washed 3 times with 15 ml. of 10% hydrochloric acid. The ether layer is dried over sodium sulfate, filtered, and the ether is removed. The residue is triturated with n-hexane and the precipitate is collected to obtain N-isopropyl α, 2'-dichloro-4-biphenylylaceta... Reactants: C(C)(C)(C)OC(CN1C(=C(C2=CC=C(C=C12)C(=O)OC)C1CCCCC1)C1=C(C=CC=C1)CNCCN(C)C)=O (methyl 1-(2-tert-butoxy-2-oxoethyl)-3-cyclohexyl-2-[2-({[2-(dimethylamino)ethyl]amino}methyl)phenyl]-1H-indole-6-carboxylate), N1(CCOCC1)CCN (2-morpholin-4-ylethyl amine). Yields the product C(C)(C)(C)OC(CN1C(=C(C2=CC=C(C=C12)C(=O)OC)C1CCCCC1)C1=C(C=CC=C1)CNCCN1CCOCC1)=O (methyl 1-(2-tert-butoxy-2-oxoethyl)-3-cyclohexyl-2-(2-{[(2-morpholin-4-ylethyl)amino]methyl}phenyl)-1H-indole-6-carboxylate). Yield: 92.0%. Reaction SMILES: [C:1]([O:5][C:6](=[O:40])[CH2:7][N:8]1[C:16]2[C:11](=[CH:12][CH:13]=[C:14]([C:17]([O:19][CH3:20])=[O:18])[CH:15]=2)[C:10]([CH:21]2[CH2:26][CH2:25][CH2:24][CH2:23][CH2:22]2)=[C:9]1[C:27]1[CH:32]=[CH:31][CH:30]=[CH:29][C:28]=1[CH2:33][NH:34][CH2:35][CH2:36][N:37]([CH3:39])[CH3:38])([CH3:4])([CH3:3])[CH3:2].N1(CCN)C[CH2:45][O:44][CH2:43]C1>>[C:1]([O:5][C:6](=[O:40])[CH2:7][N:8]1[C:16]2[C:11](=[CH:12][CH:13]=[C:14]([C:17]([O:19][CH3:20])=[O:18])[CH:15]=2)[C:10]([CH:21]2[CH2:26][CH2:25][CH2:24][CH2:23][CH2:22]2)=[C:9]1[C:27]1[CH:32]=[CH:31][CH:30]=[CH:29][C:28]=1[CH2:33][NH:34][CH2:35][CH2:36][N:37]1[CH2:39][CH2:45][O:44][CH2:43][CH2:38]1)([CH3:2])([CH3:4])[CH3:3]. Procedure details: The title compound was obtained following the same procedure described in Example 1, Step 3 for the synthesis of methyl 1-(2-tert-butoxy-2-oxoethyl)-3-cyclohexyl-2-[2-({[2-(dimethylamino)ethyl]amino}methyl)phenyl]-1H-indole-6-carboxylate, using 2-morpholin-4-ylethyl amine instead of N,N-dimethylethane-1,2-diamine. The title compound was obtained in a 92% yield; MS (ES+) m/z 590 (M+H)+ Reactants: O=C([O-])[O-], CN(C)C=O, [K+], [K+], O=[N+]([O-])c1sccc1Br, O, Oc1ccccc1. Product: O=[N+]([O-])c1sccc1Oc1ccccc1. RXN SMILES: [C:17](=[O:18])([O-:19])[O-:20].[CH3:24][N:25]([CH3:26])[CH:27]=[O:28].[K+:21].[K+:22].[N+:1](=[O:2])([O-:3])[c:4]1[s:5][cH:6][cH:7][c:8]1[Br:9].[OH2:23].[OH:10][c:11]1[cH:12][cH:13][cH:14][cH:15][cH:16]1>>[N+:1](=[O:2])([O-:3])[c:4]1[s:5][cH:6][cH:7][c:8]1[O:10][c:11]1[cH:12][cH:13][cH:14][cH:15][cH:16]1.